From a dataset of the Open Reaction Database (ORD), a public repository of structured organic reaction records. describe an organic reaction: reactants, conditions, products, and yield Reactants: C, CN1CCN(Cc2ccccc2)C(c2ccccc2)C1=O, CC(=O)O, [Pd]. Yields the product CN1CCNC(c2ccccc2)C1=O. RXN SMILES: [C:26].[CH2:1]([c:2]1[cH:3][cH:4][cH:5][cH:6][cH:7]1)[N:8]1[CH:9]([c:16]2[cH:17][cH:18][cH:19][cH:20][cH:21]2)[C:10](=[O:15])[N:11]([CH3:14])[CH2:12][CH2:13]1.[CH3:22][C:23](=[O:24])[OH:25].[Pd:27]>>[NH:8]1[CH:9]([c:16]2[cH:17][cH:18][cH:19][cH:20][cH:21]2)[C:10](=[O:15])[N:11]([CH3:14])[CH2:12][CH2:13]1. The reactants are C[Si](C)(C)OS(=O)(=O)C(F)(F)F, ClCCCl, CN(C)C1(c2cccs2)CCC(O)(CCCc2c[nH]c3ccccc23)CC1. Yields the product CN(C)C1(c2cccs2)CCC2(CCCc3c2[nH]c2ccccc32)CC1. Reaction SMILES: [CH3:1][Si:2]([O:3][S:4]([C:5]([F:6])([F:7])[F:8])(=[O:9])=[O:10])([CH3:11])[CH3:12].[Cl:40][CH2:41][CH2:42][Cl:43].[nH:13]1[cH:14][c:15]([CH2:22][CH2:23][CH2:24][C:25]2([OH:39])[CH2:26][CH2:27][C:28]([c:31]3[s:32][cH:33][cH:34][cH:35]3)([N:36]([CH3:37])[CH3:38])[CH2:29][CH2:30]2)[c:16]2[cH:17][cH:18][cH:19][cH:20][c:21]12>>[nH:13]1[c:14]2[c:15]([c:16]3[cH:17][cH:18][cH:19][cH:20][c:21]13)[CH2:22][CH2:23][CH2:24][C:25]21[CH2:26][CH2:27][C:28]([c:31]2[s:32][cH:33][cH:34][cH:35]2)([N:36]([CH3:37])[CH3:38])[CH2:29][CH2:30]1. Starting materials: CC#CC(=O)c1cccc(F)c1F, Cc1oc(-c2ccccc2)nc1CCOc1ccc(CC(N)C(=O)O)cc1. The product is CC(=CC(=O)c1cccc(F)c1F)NC(Cc1ccc(OCCc2nc(-c3ccccc3)oc2C)cc1)C(=O)O. RXN SMILES: [F:28][c:29]1[c:30]([C:36]([C:37]#[C:38][CH3:39])=[O:40])[cH:31][cH:32][cH:33][c:34]1[F:35].[NH2:1][CH:2]([C:3](=[O:4])[OH:5])[CH2:6][c:7]1[cH:8][cH:9][c:10]([O:13][CH2:14][CH2:15][c:16]2[n:17][c:18](-[c:22]3[cH:23][cH:24][cH:25][cH:26][cH:27]3)[o:19][c:20]2[CH3:21])[cH:11][cH:12]1>>[NH:1]([CH:2]([C:3](=[O:4])[OH:5])[CH2:6][c:7]1[cH:8][cH:9][c:10]([O:13][CH2:14][CH2:15][c:16]2[n:17][c:18](-[c:22]3[cH:23][cH:24][cH:25][cH:26][cH:27]3)[o:19][c:20]2[CH3:21])[cH:11][cH:12]1)[C:38](=[CH:37][C:36]([c:30]1[c:29]([F:28])[c:34]([F:35])[cH:33][cH:32][cH:31]1)=[O:40])[CH3:39].